Dataset: the Open Reaction Database (ORD), a public repository of structured organic reaction records. Task: describe an organic reaction: reactants, conditions, products, and yield The reactants are NC[C@@H](C)O ((R)-1-amino-2-propanol), O=CCC1C(C2=CC=C(C=C2C1)F)=O ((RS)-2-(2-oxoethyl)-5-fluoro-1-indanone), O (water). The reagents and catalysts are C1(=CC=C(C=C1)S(=O)(=O)O)C (p-toluenesulfonic acid). The solvent is C1(=CC=CC=C1)C (toluene), C1(=CC=CC=C1)C (toluene). Conditions: time 45 minute. Product: FC=1C=C2CC3=C(N(C=C3)C[C@@H](C)O)C2=CC1 ((R)-1-(6-fluoro-1,4-dihydro-indeno[1,2-b]pyrrol-1-yl)-propan-2-ol). The yield is 79.4%. RXN SMILES: O=[CH:2][CH2:3][CH:4]1[CH2:12][C:11]2[C:6](=[CH:7][CH:8]=[C:9]([F:13])[CH:10]=2)[C:5]1=O.O.[NH2:16][CH2:17][C@H:18]([OH:20])[CH3:19]>C1(C)C=CC=CC=1.C1(C)C=CC(S(O)(=O)=O)=CC=1>[F:13][C:9]1[CH:10]=[C:11]2[C:6](=[CH:7][CH:8]=1)[C:5]1[N:16]([CH2:17][C@H:18]([OH:20])[CH3:19])[CH:2]=[CH:3][C:4]=1[CH2:12]2. Reported procedure: A solution of 2.88 g of (RS)-2-(2-oxoethyl)-5-fluoro-1-indanone and 100 mg of p-toluenesulfonic acid in 90 ml of anhydrous toluene was heated on a water separator. A solution of 4.51 g of (R)-1-amino-2-propanol in 20 ml of anhydrous toluene was added dropwise to the boiling solution over a period of 5 minutes. Subsequently, the mixture was boiled for an additional 45 minutes, during which the solvent was reduced to a volume of 20 ml. The cooled reaction mixture was purified by column chromatogra... The reactants are substituted benzyl amines, C(=O)([O-])[O-].[Na+].[Na+] (Na2CO3), C12N[C@H](CC2C1)C(=O)N[C@@H](C)C1=CC=C(C(=O)OC)C=C1 (methyl 4-((1S)-1-((3R)-2-azabicyclo[3.1.0]hexane-3-carboxamido)ethyl)benzoate), FC(C1=CC=C(CBr)C=C1)(F)F (4-(trifluoromethyl)-benzylbromide). The product is FC(C1=CC=C(CN2C3CC3C[C@@H]2C(=O)N[C@@H](C)C2=CC=C(C(=O)OC)C=C2)C=C1)(F)F (methyl 4-((1S)-1-((3R)-2-(4-(trifluoromethyl)benzyl)-2-azabicyclo[3.1.0]hexane-3-carboxamido)ethyl)benzoate). Procedure: The title compounds (D149) (14 mg) was prepared according to the general procedure for substituted benzyl amines preparation starting from methyl 4-((1S)-1-((3R)-2-azabicyclo[3.1.0]hexane-3-carboxamido)ethyl)benzoate (D106) (11 mg) and 4-(trifluoromethyl)-benzylbromide (0.007 ml). (Na2CO3: 3 eq; Reaction time: 18 hrs; 68° C.) RXN SMILES: [CH:1]12[CH2:6][CH:5]1[CH2:4][C@H:3]([C:7]([NH:9][C@H:10]([C:12]1[CH:21]=[CH:20][C:15]([C:16]([O:18][CH3:19])=[O:17])=[CH:14][CH:13]=1)[CH3:11])=[O:8])[NH:2]2.[F:22][C:23]([F:33])([F:32])[C:24]1[CH:31]=[CH:30][C:27]([CH2:28]Br)=[CH:26][CH:25]=1.C([O-])([O-])=O.[Na+].[Na+]>>[F:22][C:23]([F:32])([F:33])[C:24]1[CH:31]=[CH:30][C:27]([CH2:28][N:2]2[C@@H:3]([C:7]([NH:9][C@H:10]([C:12]3[CH:13]=[CH:14][C:15]([C:16]([O:18][CH3:19])=[O:17])=[CH:20][CH:21]=3)[CH3:11])=[O:8])[CH2:4][CH:5]3[CH:1]2[CH2:6]3)=[CH:26][CH:25]=1 |f:2.3.4|.